From a dataset of the Open Reaction Database (ORD), a public repository of structured organic reaction records. describe an organic reaction: reactants, conditions, products, and yield Run at time 24 hour. The product is C(C)(C)(C)OC(=O)N[C@@](CC1=CC(=C(C=C1)O)O)(C(=O)O)C (N-(t-Butoxycarbonyl)-3-(3,4-dihydroxyphenyl)-2-methylalanine). Reaction SMILES: [CH3:1][C@@:2]([NH2:15])([C:12]([OH:14])=[O:13])[CH2:3][C:4]1[CH:9]=[CH:8][C:7]([OH:10])=[C:6]([OH:11])[CH:5]=1.[CH3:16][C:17]([O:20][C:21](OC1C(Cl)=CC(Cl)=C(Cl)C=1)=[O:22])([CH3:19])[CH3:18]>CN(C)C=O>[C:17]([O:20][C:21]([NH:15][C@:2]([CH3:1])([C:12]([OH:14])=[O:13])[CH2:3][C:4]1[CH:9]=[CH:8][C:7]([OH:10])=[C:6]([OH:11])[CH:5]=1)=[O:22])([CH3:19])([CH3:18])[CH3:16]. The reactants are C[C@](CC1=CC(=C(C=C1)O)O)(C(=O)O)N (L-3-(3,4-dihydroxyphenyl)-2-methylalanine), CC(C)(C)OC(=O)OC1=CC(=C(C=C1Cl)Cl)Cl (t-butyl 2,4,5-trichlorophenylcarbonate). Run in CN(C=O)C (dimethylformamide). Procedure: A mixture of 1.19 g (5.00 m moles) L-3-(3,4-dihydroxyphenyl)-2-methylalanine, 1.49 g (5.00 m moles) t-butyl 2,4,5-trichlorophenylcarbonate and 6 ml dimethylformamide is flushed with nitrogen and 1.39 ml (10.0 m moles) triethylamine is added. After stirring at room temperature for 24 hours, 60 ml H2O and 4 ml 2.5 N HCl is added. The solution is extracted 3 times with 50 ml of ethyl acetate and the extract is washed 3 times with 50 ml of water and 1 time with 50 ml of saturated sodium chloride sol... Yield: 127.0%. Reactants: CC(=O)OCC1=C2C=CC=CC2=C(C3=CC=CC=C31)COC(=O)C (Acetic), NH4OAc, CCCC(CCC)=O (4-heptanone), C(#N)CC(=O)OCC (ethyl cyanoacetate). The solvent is C1CCCCC1 (cyclohexane), C(C)(=O)OCC (ethyl acetate). The product is C(#N)C(C(=O)OCC)=C(CCC)CCC (Ethyl α-cyano-α-(4-heptylidene)acetate). Reported procedure: In a 100 mL round-bottom flask was dissolved 4-heptanone (11.4 g, 0.10 mmole) and ethyl cyanoacetate (11.30 g, 0.100 mole) in cyclohexane (25 mL). Acetic add (1.0 mL) and NH4OAc (2.0 g) were added. The solution was magnetically stirred and heated to reflux with a Dean-Stark trap in place overnight under N2. The reaction was cooled to ambient, diluted with ethyl acetate (100 mL) washed with H2O (2×50 mL) and brine (25 mL). The organic extracts were dried (Na2SO4, filtered and concentrated under v... Reaction SMILES: [CH3:1][CH2:2][CH2:3][C:4](=O)[CH2:5][CH2:6][CH3:7].[C:9]([CH2:11][C:12]([O:14][CH2:15][CH3:16])=[O:13])#[N:10].CC(OCC1C2C(=CC=CC=2)C(COC(C)=O)=C2C=1C=CC=C2)=O>C1CCCCC1.C(OCC)(=O)C>[C:9]([C:11](=[C:4]([CH2:5][CH2:6][CH3:7])[CH2:3][CH2:2][CH3:1])[C:12]([O:14][CH2:15][CH3:16])=[O:13])#[N:10]. The yield is 80000.0%. The reactants are CC1=NC(=C(C(=O)O)C=C1)N1N=CC=N1 (6-Methyl-2-[1,2,3]triazol-2-yl-nicotinic acid), BrC=1C(=NC=CC1)C(=O)O (3-bromo-2-pyridinecarboxylic acid), ClC1=C(C(=O)O)C=CC(=N1)C (2-chloro-6-methylnicotinic acid). Yields the product N=1N(N=CC1)C=1C(=NC=CC1)C(=O)O (3-[1,2,3]Triazol-2-yl-pyridine-2-carboxylic acid). Reaction SMILES: CC1C=C[C:5]([C:6]([OH:8])=[O:7])=[C:4]([N:11]2[N:15]=[CH:14][CH:13]=[N:12]2)N=1.Br[C:17]1[C:18](C(O)=O)=[N:19]C=C[CH:22]=1.ClC1N=C(C)C=CC=1C(O)=O>>[N:15]1[N:11]([C:4]2[C:5]([C:6]([OH:8])=[O:7])=[N:19][CH:18]=[CH:17][CH:22]=2)[N:12]=[CH:13][CH:14]=1. Reported procedure: The title compound was prepared in a manner analogous to Intermediate 70 substituting 3-bromo-2-pyridinecarboxylic acid for 2-chloro-6-methylnicotinic acid. MS (ESI): mass calculated for C8H6N4O2, 190.10; m/z found 191.1 [M+H]+. 1H NMR (400 MHz, CDCl3): 8.77 (d, J=4.3 Hz, 1H), 8.26 (dt, J=6.5, 3.3 Hz, 1H), 7.88 (s, 2H), 7.65 (dd, J=8.2, 4.7 Hz, 1H). The reactants are Br[Mg]c1ccccc1, C1CCOC1, COc1nc(Cl)nc(OC)n1. The product is COc1nc(OC)nc(-c2ccccc2)n1. RXN SMILES: [Br:1][Mg:2][c:3]1[cH:4][cH:5][cH:6][cH:7][cH:8]1.[CH2:20]1[O:21][CH2:22][CH2:23][CH2:24]1.[Cl:9][c:10]1[n:11][c:12]([O:18][CH3:19])[n:13][c:14]([O:16][CH3:17])[n:15]1>>[c:3]1(-[c:10]2[n:11][c:12]([O:18][CH3:19])[n:13][c:14]([O:16][CH3:17])[n:15]2)[cH:4][cH:5][cH:6][cH:7][cH:8]1. Starting materials: COc1ccc(Br)cc1C(=O)c1ccc(Nc2ccc(F)cc2F)nc1, O=C([O-])[O-], C#CC(C)(C)N, CCN(C(C)C)C(C)C, [Cs+], [Cs+], [Cu]I, Cl[Pd]Cl, c1ccc(P(c2ccccc2)c2ccccc2)cc1, c1ccc(P(c2ccccc2)c2ccccc2)cc1. Product: COc1ccc(C#CC(C)(C)N)cc1C(=O)c1ccc(Nc2ccc(F)cc2F)nc1. RXN SMILES: [Br:1][c:2]1[cH:3][cH:4][c:5]([O:25][CH3:26])[c:6]([C:8](=[O:9])[c:10]2[cH:11][n:12][c:13]([NH:16][c:17]3[c:18]([F:24])[cH:19][c:20]([F:23])[cH:21][cH:22]3)[cH:14][cH:15]2)[cH:7]1.[C:27](=[O:28])([O-:29])[O-:30].[CH3:33][C:34]([C:35]#[CH:36])([CH3:37])[NH2:38].[CH:39]([N:40]([CH:41]([CH3:42])[CH3:43])[CH2:44][CH3:45])([CH3:46])[CH3:47].[Cs+:31].[Cs+:32].[Cu:89][I:90].[Pd:48]([Cl:49])[Cl:50].[c:51]1([P:52]([c:53]2[cH:54][cH:55][cH:56][cH:57][cH:58]2)[c:59]2[cH:60][cH:61][cH:62][cH:63][cH:64]2)[cH:65][cH:66][cH:67][cH:68][cH:69]1.[c:70]1([P:71]([c:72]2[cH:73][cH:74][cH:75][cH:76][cH:77]2)[c:78]2[cH:79][cH:80][cH:81][cH:82][cH:83]2)[cH:84][cH:85][cH:86][cH:87][cH:88]1>>[c:2]1([C:36]#[C:35][C:34]([CH3:33])([CH3:37])[NH2:38])[cH:3][cH:4][c:5]([O:25][CH3:26])[c:6]([C:8](=[O:9])[c:10]2[cH:11][n:12][c:13]([NH:16][c:17]3[c:18]([F:24])[cH:19][c:20]([F:23])[cH:21][cH:22]3)[cH:14][cH:15]2)[cH:7]1.